Dataset: the Open Reaction Database (ORD), a public repository of structured organic reaction records. Task: describe an organic reaction: reactants, conditions, products, and yield Starting materials: [BH3-]C#N, ON=C1CCCCCCC1, CC(=O)O, [Na+], [Na+], [OH-]. Product: ONC1CCCCCCC1. As a reaction SMILES: [C:11]([BH3-:12])#[N:13].[C:1]1(=[N:9][OH:10])[CH2:2][CH2:3][CH2:4][CH2:5][CH2:6][CH2:7][CH2:8]1.[CH3:17][C:18](=[O:19])[OH:20].[Na+:14].[Na+:16].[OH-:15]>>[CH:1]1([NH:9][OH:10])[CH2:2][CH2:3][CH2:4][CH2:5][CH2:6][CH2:7][CH2:8]1.